From a dataset of the Open Reaction Database (ORD), a public repository of structured organic reaction records. describe an organic reaction: reactants, conditions, products, and yield Reactants: [BH4-].[Na+] (NaBH4), FC=1C=C(C=CC1C=1C=C2C(=NC1)NC=C2C=O)C=2C(=CC=CC2)S(=O)(=O)NC (3′-fluoro-4′-(3-formyl-1H-pyrrolo[2,3-b]pyridin-5-yl)-N-methyl-[1,1′-biphenyl]-2-sulfonamide). The solvent is CO (MeOH). Run at time 1 hour. Product: FC=1C=C(C=CC1C=1C=C2C(=NC1)NC=C2CO)C=2C(=CC=CC2)S(=O)(=O)NC (3′-Fluoro-4′-[3-(hydroxymethyl)-1H-pyrrolo[2,3-b]pyridin-5-yl]-N-methylbiphenyl-2-sulfonamide). Reaction SMILES: [BH4-].[Na+].[F:3][C:4]1[CH:5]=[C:6]([C:21]2[C:22]([S:27]([NH:30][CH3:31])(=[O:29])=[O:28])=[CH:23][CH:24]=[CH:25][CH:26]=2)[CH:7]=[CH:8][C:9]=1[C:10]1[CH:11]=[C:12]2[C:18]([CH:19]=[O:20])=[CH:17][NH:16][C:13]2=[N:14][CH:15]=1>CO>[F:3][C:4]1[CH:5]=[C:6]([C:21]2[C:22]([S:27]([NH:30][CH3:31])(=[O:29])=[O:28])=[CH:23][CH:24]=[CH:25][CH:26]=2)[CH:7]=[CH:8][C:9]=1[C:10]1[CH:11]=[C:12]2[C:18]([CH2:19][OH:20])=[CH:17][NH:16][C:13]2=[N:14][CH:15]=1 |f:0.1|. Procedure: NaBH4 (4.45 mg, 0.13 mmol) was added to 3′-fluoro-4′-(3-formyl-1H-pyrrolo[2,3-b]pyridin-5-yl)-N-methyl-[1,1′-biphenyl]-2-sulfonamide (18 mg, 0.044 mmol) in MeOH (0.52 mL). The mixture was stirred at rt for 1 h and then concentrated to dryness. The residue was subjected to FCC purification to give the title compound. MS (ESI): mass calcd. for C21H18FN3O3S, 411.11; m/z found, 412.2 [M+H]+. 1H NMR (500 MHz, CDCl3) δ 9.36 (s, 1H), 8.34 (s, 1H), 8.23 (dd, J=7.9, 1.2, 1H), 8.12 (s, 1H), 7.68-7.61 (m, ... Starting materials: FC1=C(C=CC=C1F)O (2,3-difluorophenol), FC1=C(OCCCCCCCCC(=O)O)C=CC=C1F (9-(2,3-difluoro-phenoxy)-nonanoic acid), Cl.Cl.C(C1=CC=CC=C1)OC(C[C@H](CN(C)C)N)=O ((R)-3-amino-4-dimethylamino-butyric acid benzyl ester dihydrochloride), BrCCCCCCCCCO (9-bromo-1-nonanol), FC1=C(OCCCCCCCCCO)C=CC=C1F (9-(2,3-difluoro-phenoxy)-nonan-1-ol). Product: C(C1=CC=CC=C1)OC(C[C@H](CN(C)C)NC(CCCCCCCCOC1=C(C(=CC=C1)F)F)=O)=O ((R)-4-dimethylamino-3-[9-(2,3-difluoro-phenoxy)-nonanoylamino]-butyric acid benzyl ester). As a reaction SMILES: FC1C(F)=CC=CC=1O.BrCCCCCCCCCO.[F:21][C:22]1[C:38]([F:39])=[CH:37][CH:36]=[CH:35][C:23]=1[O:24][CH2:25][CH2:26][CH2:27][CH2:28][CH2:29][CH2:30][CH2:31][CH2:32][CH2:33][OH:34].FC1C(F)=CC=CC=1OCCCCCCCCC(O)=O.Cl.Cl.[CH2:62]([O:69][C:70](=[O:78])[CH2:71][C@@H:72]([NH2:77])[CH2:73][N:74]([CH3:76])[CH3:75])[C:63]1[CH:68]=[CH:67][CH:66]=[CH:65][CH:64]=1>>[CH2:62]([O:69][C:70](=[O:78])[CH2:71][C@@H:72]([NH:77][C:33](=[O:34])[CH2:32][CH2:31][CH2:30][CH2:29][CH2:28][CH2:27][CH2:26][CH2:25][O:24][C:23]1[CH:35]=[CH:36][CH:37]=[C:38]([F:39])[C:22]=1[F:21])[CH2:73][N:74]([CH3:75])[CH3:76])[C:63]1[CH:68]=[CH:67][CH:66]=[CH:65][CH:64]=1 |f:4.5.6|. Procedure: The title compound, m/e=415.5 ([M+H]+), was produced in analogy with example 18, steps 1 to 4. Thus, 2,3-difluorophenol was alkylated in step 1 with 9-bromo-1-nonanol, leading to 9-(2,3-difluoro-phenoxy)-nonan-1-ol, which was oxidized in step 2 to 9-(2,3-difluoro-phenoxy)-nonanoic acid. This was coupled in step 3 with (R)-3-amino-4-dimethylamino-butyric acid benzyl ester dihydrochloride to produce (R)-4-dimethylamino-3-[9-(2,3-difluoro-phenoxy)-nonanoylamino]-butyric acid benzyl ester, which was... Reactants: C[N+]1([O-])CCOCC1, CC(C)=O, CC(C)(C)OC(=O)N1CC=CC1, O. Product: CC(C)(C)OC(=O)N1CC(O)C(O)C1. As a reaction SMILES: [CH3:13][N+:14]1([O-:15])[CH2:16][CH2:18][O:17][CH2:19][CH2:20]1.[CH3:22][C:23](=[O:24])[CH3:25].[N:1]1([C:6](=[O:7])[O:8][C:9]([CH3:10])([CH3:11])[CH3:12])[CH2:2][CH:3]=[CH:4][CH2:5]1.[OH2:21]>>[N:1]1([C:6](=[O:7])[O:8][C:9]([CH3:10])([CH3:11])[CH3:12])[CH2:2][CH:3]([OH:21])[CH:4]([OH:17])[CH2:5]1. The reactants are ClC1=C(C#N)C=C(C(=N1)Cl)F (2,6-dichloro-5-fluoronicotinonitrile), S(O)(O)(=O)=O (sulfuric acid), O (water). The product is ClC1=C(C(=O)O)C=C(C(=N1)Cl)F (2,6-dichloro-5-fluoronicotinic acid). Reaction SMILES: [Cl:1][C:2]1[N:9]=[C:8]([Cl:10])[C:7]([F:11])=[CH:6][C:3]=1[C:4]#N.[OH2:12].S(=O)(=O)(O)[OH:14]>>[Cl:1][C:2]1[N:9]=[C:8]([Cl:10])[C:7]([F:11])=[CH:6][C:3]=1[C:4]([OH:14])=[O:12]. Procedure details: The known compound, 2,6-dichloro-5-fluoronicotinonitrile (60 g) was heated at 65°-75° C. for 1 hour in concentrated sulfuric acid. After addition of water, the mixture was further heated at 100°-110° C. for 2 hours to give 2,6-dichloro-5-fluoronicotinic acid (59.8 g), m.p. 155°-156° C. Solvent: O (water). The product is N([C@H](CCCCN)C(=O)N[C@H](CCCCN)C(=O)N[C@@H](CC(C)C)C(=O)N[C@@H](CC(C)C)C(=O)O)C(=O)OCC1C2=CC=CC=C2C2=CC=CC=C12 (Fmoc-D-Lys-D-Lys-Leu-Leu-OH). Starting materials: crude crystals, N([C@H](CCCCNC(=O)OC(C)(C)C)C(=O)N[C@H](CCCCNC(=O)OC(C)(C)C)C(=O)N[C@@H](CC(C)C)C(=O)N[C@@H](CC(C)C)C(=O)OCC1=CC=CC=C1)C(=O)OCC1C2=CC=CC=C2C2=CC=CC=C12 (Fmoc-D-Lys(Boc)-D-Lys(Boc)-Leu-Leu-OBzl), FC(C(=O)O)(F)F (trifluoroacetic acid), C(C)(C)[SiH](C(C)C)C(C)C (triisopropylsilane). Procedure details: The crude crystals (100 mg) of Fmoc-D-Lys(Boc)-D-Lys(Boc)-Leu-Leu-OBzl (2-MeO-4-OC12OC22) were added to a solution (2 ml) of trifluoroacetic acid:triisopropylsilane:water=95:2.5:2.5 under ice-cooling, and the mixture was stirred at room temperature for 2 hr. The reaction mixture was concentrated under reduced pressure, and methyl tert-butyl ether (MTBE)/cyclohexane was added to the residue. The precipitate was washed at 40° C. and collected by filtration to give Fmoc-D-Lys-D-Lys-Leu-Leu-OH (29 m... Reaction conditions: time 2 hour. As a reaction SMILES: [NH:1]([C:57]([O:59][CH2:60][CH:61]1[C:73]2[C:68](=[CH:69][CH:70]=[CH:71][CH:72]=2)[C:67]2[C:62]1=[CH:63][CH:64]=[CH:65][CH:66]=2)=[O:58])[C@@H:2]([C:15]([NH:17][C@@H:18]([C:31]([NH:33][C@H:34]([C:39]([NH:41][C@H:42]([C:47]([O:49]CC1C=CC=CC=1)=[O:48])[CH2:43][CH:44]([CH3:46])[CH3:45])=[O:40])[CH2:35][CH:36]([CH3:38])[CH3:37])=[O:32])[CH2:19][CH2:20][CH2:21][CH2:22][NH:23]C(OC(C)(C)C)=O)=[O:16])[CH2:3][CH2:4][CH2:5][CH2:6][NH:7]C(OC(C)(C)C)=O.FC(F)(F)C(O)=O.C([SiH](C(C)C)C(C)C)(C)C>O>[NH:1]([C:57]([O:59][CH2:60][CH:61]1[C:62]2[C:67](=[CH:66][CH:65]=[CH:64][CH:63]=2)[C:68]2[C:73]1=[CH:72][CH:71]=[CH:70][CH:69]=2)=[O:58])[C@@H:2]([C:15]([NH:17][C@@H:18]([C:31]([NH:33][C@H:34]([C:39]([NH:41][C@H:42]([C:47]([OH:49])=[O:48])[CH2:43][CH:44]([CH3:46])[CH3:45])=[O:40])[CH2:35][CH:36]([CH3:38])[CH3:37])=[O:32])[CH2:19][CH2:20][CH2:21][CH2:22][NH2:23])=[O:16])[CH2:3][CH2:4][CH2:5][CH2:6][NH2:7]. The reactants are C1C(CC2=CC=CC=C12)NC=1N=CC2=C(N1)CCN(C2)C(=O)OCCCCl (3-chloropropyl 2-(indan-2-ylamino)-7,8-dihydro-5H-pyrido[4,3-d]pyrimidine-6-carboxylate), [C-]#N.[Na+] (sodium cyanide), crude product. Run in ClCCl (dichloromethane), CN(C=O)C (dimethylformamide). Product: C1C(CC2=CC=CC=C12)NC=1N=CC2=C(N1)CCN(C2)C(=O)OCCCC#N (3-cyanopropyl 2-(2,3-dihydro-1H-inden-2-ylamino)-7,8-dihydropyrido[4,3-d]pyrimidine-6(5H)-carboxylate). As a reaction SMILES: [CH2:1]1[C:9]2[C:4](=[CH:5][CH:6]=[CH:7][CH:8]=2)[CH2:3][CH:2]1[NH:10][C:11]1[N:12]=[CH:13][C:14]2[CH2:20][N:19]([C:21]([O:23][CH2:24][CH2:25][CH2:26]Cl)=[O:22])[CH2:18][CH2:17][C:15]=2[N:16]=1.[C-:28]#[N:29].[Na+]>CN(C)C=O.ClCCl>[CH2:1]1[C:9]2[C:4](=[CH:5][CH:6]=[CH:7][CH:8]=2)[CH2:3][CH:2]1[NH:10][C:11]1[N:12]=[CH:13][C:14]2[CH2:20][N:19]([C:21]([O:23][CH2:24][CH2:25][CH2:26][C:28]#[N:29])=[O:22])[CH2:18][CH2:17][C:15]=2[N:16]=1 |f:1.2|. Procedure details: Heat a solution of 3-chloropropyl 2-(indan-2-ylamino)-7,8-dihydro-5H-pyrido[4,3-d]pyrimidine-6-carboxylate (0.42 g; 1.0 equiv; 1.09 mmoles) and and sodium cyanide (0.085 g; 1.6 equiv; 1.73 mmoles) in dimethylformamide (3 mL) to 100° C. for 2 hours. Cool the mixture to ambient temperature, dilute with dichloromethane (20 mL) and wash the reaction mixture with water (25 mL). Extract the aqueous layer with dichloromethane (2×20 mL). Dry the combined organic extracts over sodium sulfate, filter, and... The reactants are ClC1=C2C(NC(=N1)C)=CC(=N2)C2=CC=CC=C2 (4-chloro-2-methyl-6-phenylpyrrolo[3,2-d]pyrimidine), C[C@@H]([C@@H](C=1C=CC=CC1)O)NC.Cl (ephedrine hydrochloride), C([O-])([O-])=O.[K+].[K+] (potassium carbonate). Run in O (water). Conditions: temperature 120 celsius, time 20 hour. Yields the product CN(C(C(O)C1=CC=CC=C1)C)C=1N=C(NC=2C1N=C(C2)C2=CC=CC=C2)C (2-[Methyl(2-methyl-6-phenylpyrrolo[2,3-e]pyrimidin-4-yl)amino]-1-phenylpropan-1-ol). Yield: 15.1%. As a reaction SMILES: Cl[C:2]1[N:7]=[C:6]([CH3:8])[NH:5][C:4]2=[CH:9][C:10]([C:12]3[CH:17]=[CH:16][CH:15]=[CH:14][CH:13]=3)=[N:11][C:3]=12.[CH3:18][C@H:19]([NH:28][CH3:29])[C@H:20]([OH:27])[C:21]1[CH:22]=[CH:23][CH:24]=[CH:25][CH:26]=1.Cl.C(=O)([O-])[O-].[K+].[K+]>O>[CH3:29][N:28]([C:2]1[N:7]=[C:6]([CH3:8])[NH:5][C:4]2[C:3]=1[N:11]=[C:10]([C:12]1[CH:17]=[CH:16][CH:15]=[CH:14][CH:13]=1)[CH:9]=2)[CH:19]([CH3:18])[CH:20]([C:21]1[CH:22]=[CH:23][CH:24]=[CH:25][CH:26]=1)[OH:27] |f:1.2,3.4.5|. Procedure: To a 5-mL, Wheaton vial were added 4-chloro-2-methyl-6-phenylpyrrolo[3,2-d]pyrimidine (Example 1(e)) (100 mg, 0.41 mmol) and ephedrine hydrochloride (Aldrich Chemical Company) (410 mg, 2.1 mmol), followed by addition of a solution of potassium carbonate (0.71 g, 5.1 mmol) in water (2.5 mL). The reaction mixture was stirred at 120° C. for 20 h, allowed to cool to room temperature and extracted with CH2Cl2. The organic layer was dried over Na2SO4, concentrated in vacuo to give a brown residue, whi... Starting materials: NC1=CC(=C(C(=C1)Cl)O)Cl (4-amino-2,6-dichlorophenol), CN(C1=CC=CC=C1)C (N,N-dimethylaniline), BrCCCCCC(=O)Cl (6-bromohexanoyl chloride). The product is BrCCCCCC(=O)NC1=CC(=C(C(=C1)Cl)O)Cl (6-Bromo-N-(3,5-dichloro-4-hydroxyphenyl)hexanamide). The yield is 89.0%. As a reaction SMILES: [NH2:1][C:2]1[CH:7]=[C:6]([Cl:8])[C:5]([OH:9])=[C:4]([Cl:10])[CH:3]=1.CN(C)C1C=CC=CC=1.[Br:20][CH2:21][CH2:22][CH2:23][CH2:24][CH2:25][C:26](Cl)=[O:27]>>[Br:20][CH2:21][CH2:22][CH2:23][CH2:24][CH2:25][C:26]([NH:1][C:2]1[CH:7]=[C:6]([Cl:8])[C:5]([OH:9])=[C:4]([Cl:10])[CH:3]=1)=[O:27]. Reported procedure: was prepared in 89% yield from 24.4 g (0.14 mol) of 4-amino-2,6-dichlorophenol, 18.1 g (0.15 mol) of N,N-dimethylaniline and 28.8 g (0.14 mol) of 6-bromohexanoyl chloride according to the procedure of Example 6, part a, except that the reaction was cooled on ice during the addition and was stirred at room temperature rather than refluxed. The product was crystallized from ethanol-water, mp 113°-114° C. The reactants are CCCCCC(Oc1ccc(C2=CCCCCC2)cc1)C(=O)OCC, CCO, [Na+], [OH-]. The product is CCCCCC(Oc1ccc(C2=CCCCCC2)cc1)C(=O)O. Reaction SMILES: [CH2:1]([CH3:2])[O:3][C:4]([CH:5]([CH2:6][CH2:7][CH2:8][CH2:9][CH3:10])[O:11][c:12]1[cH:13][cH:14][c:15]([C:18]2=[CH:19][CH2:20][CH2:21][CH2:22][CH2:23][CH2:24]2)[cH:16][cH:17]1)=[O:25].[CH3:28][CH2:29][OH:30].[Na+:27].[OH-:26]>>[O:3]=[C:4]([CH:5]([CH2:6][CH2:7][CH2:8][CH2:9][CH3:10])[O:11][c:12]1[cH:13][cH:14][c:15]([C:18]2=[CH:19][CH2:20][CH2:21][CH2:22][CH2:23][CH2:24]2)[cH:16][cH:17]1)[OH:25]. The reactants are Cl.N1=C(N)N=C(N)N=C1N (melamine hydrochloride), C(=O)([O-])C(O)C(O)C(=O)[O-].[Na+].[Na+] (disodium tartrate). Yields the product N1=C(N)N=C(N)N=C1N (melamine), C(C(O)C(O)C(=O)O)(=O)O (tartaric acid). As a reaction SMILES: Cl.[N:2]1[C:9]([NH2:10])=[N:8][C:6]([NH2:7])=[N:5][C:3]=1[NH2:4].[C:11]([CH:14]([CH:16]([C:18]([O-:20])=[O:19])[OH:17])[OH:15])([O-:13])=[O:12].[Na+].[Na+]>>[N:2]1[C:9]([NH2:10])=[N:8][C:6]([NH2:7])=[N:5][C:3]=1[NH2:4].[C:18]([OH:20])(=[O:19])[CH:16]([CH:14]([C:11]([OH:13])=[O:12])[OH:15])[OH:17] |f:0.1,2.3.4|. Procedure: A salt of melamine and tartaric acid was prepared by mixing an aqueous solution containing two molecular parts of melamine hydrochloride with an aqueous solution containing one molecular part of disodium tartrate. The precipitate which was formed was washed with water and dried to constant weight in a vacuum oven at 80° C. The dried precipitate was found by analysis to comprise melamine tartrate.